This data is from the Open Reaction Database (ORD), a public repository of structured organic reaction records. The task is: describe an organic reaction: reactants, conditions, products, and yield The reactants are Cl, Cl, COC(=O)C=CC(N)CF. Product: NC(C=CC(=O)O)CF. As a reaction SMILES: [ClH:12].[ClH:1].[NH2:2][CH:3]([CH:4]=[CH:5][C:6](=[O:7])[O:8][CH3:9])[CH2:10][F:11]>>[NH2:2][CH:3]([CH:4]=[CH:5][C:6](=[O:7])[OH:8])[CH2:10][F:11]. Starting materials: CC1(OC[C@@](N1C(=O)OC(C)(C)C)(C=1SC(=CN1)C1=CC(=C(C=C1)OCCCCCCC1=CC=CC=C1)C(F)(F)F)C)C ((R)-tert-butyl 2,2,4-trimethyl-4-(5-(4-(6-phenylhexyloxy)-3-(trifluoromethyl)phenyl)thiazol-2-yl)oxazolidine-3-carboxylate). Run in C(C)#N.O (acetonitrile H2O). Yields the product N[C@](CO)(C)C=1SC(=CN1)C1=CC(=C(C=C1)OCCCCCCC1=CC=CC=C1)C(F)(F)F ((S)-2-Amino-2-(5-(4-(6-phenylhexyloxy)-3-(trifluoromethyl)phenyl)thiazol-2-yl)propan-1-ol). Reaction SMILES: CC1(C)[N:6](C(OC(C)(C)C)=O)[C@@:5]([CH3:42])([C:14]2[S:15][C:16]([C:19]3[CH:24]=[CH:23][C:22]([O:25][CH2:26][CH2:27][CH2:28][CH2:29][CH2:30][CH2:31][C:32]4[CH:37]=[CH:36][CH:35]=[CH:34][CH:33]=4)=[C:21]([C:38]([F:41])([F:40])[F:39])[CH:20]=3)=[CH:17][N:18]=2)[CH2:4][O:3]1>C(#N)C.O>[NH2:6][C@@:5]([C:14]1[S:15][C:16]([C:19]2[CH:24]=[CH:23][C:22]([O:25][CH2:26][CH2:27][CH2:28][CH2:29][CH2:30][CH2:31][C:32]3[CH:37]=[CH:36][CH:35]=[CH:34][CH:33]=3)=[C:21]([C:38]([F:40])([F:41])[F:39])[CH:20]=2)=[CH:17][N:18]=1)([CH3:42])[CH2:4][OH:3] |f:1.2|. Reported procedure: The title compound was prepared from (R)-tert-butyl 2,2,4-trimethyl-4-(5-(4-(6-phenylhexyloxy)-3-(trifluoromethyl)phenyl)thiazol-2-yl)oxazolidine-3-carboxylate. HPLC retention time on a C18 column (30×4.6 mm, 3.5μ) was 2.41 min with gradient 10-95% acetonitrile-H2O (0.1% TFA) in 3.5 min as mobile phase. MS (ESI, M+H+)=479.4; 1H NMR (400 MHz, CDCl3) δ 7.76 (s, 1H), 7.65 (d, 1H, J=2.0 Hz), 7.55 (dd, 1H, J=8.8 Hz, J=2.0 Hz), 7.28-7.23 (m, 2H), 7.18-7.15 (m, 3H), 6.96 (d, 1H, J=9.2 Hz), 4.06-3.99 (m... The reactants are C1CCOC1, CO, [Na+], COC(=O)C(Oc1nc(OC)cc(OC)n1)C(C)(Oc1ccccc1)c1ccccc1, [OH-]. Product: COc1cc(OC)nc(OC(C(=O)O)C(C)(Oc2ccccc2)c2ccccc2)n1. As a reaction SMILES: [CH2:36]1[O:37][CH2:38][CH2:39][CH2:40]1.[CH3:34][OH:35].[Na+:33].[O:1]([c:2]1[cH:3][cH:4][cH:5][cH:6][cH:7]1)[C:8]([CH:9]([C:10](=[O:11])[O:12][CH3:13])[O:14][c:15]1[n:16][c:17]([O:23][CH3:24])[cH:18][c:19]([O:21][CH3:22])[n:20]1)([CH3:25])[c:26]1[cH:27][cH:28][cH:29][cH:30][cH:31]1.[OH-:32]>>[O:1]([c:2]1[cH:3][cH:4][cH:5][cH:6][cH:7]1)[C:8]([CH:9]([C:10](=[O:11])[OH:12])[O:14][c:15]1[n:16][c:17]([O:23][CH3:24])[cH:18][c:19]([O:21][CH3:22])[n:20]1)([CH3:25])[c:26]1[cH:27][cH:28][cH:29][cH:30][cH:31]1. Reactants: C[O-].[Na+] (sodium methylate), COC=1C(=CC(=[N+](C1)[O-])C)[N+](=O)[O-] (5-methoxy-2-methyl-4-nitropyridine 1-oxide), S(O)(O)(=O)=O (sulfuric acid). The solvent is CO (methanol). Reaction conditions: temperature 20 celsius, time 15 hour. Yields the product COC1=CC(=[N+](C=C1OC)[O-])C (4,5-dimethoxy-2-methylpyridine-1-oxide). Isolated yield 98.0%. As a reaction SMILES: [CH3:1][O-:2].[Na+].[CH3:4][O:5][C:6]1[C:7]([N+]([O-])=O)=[CH:8][C:9]([CH3:13])=[N+:10]([O-:12])[CH:11]=1.S(=O)(=O)(O)O>CO>[CH3:1][O:2][C:7]1[C:6]([O:5][CH3:4])=[CH:11][N+:10]([O-:12])=[C:9]([CH3:13])[CH:8]=1 |f:0.1|. Procedure details: 20 ml of a 30% strength sodium methylate solution are added dropwise to a suspension of 16.9 g of 5-methoxy-2-methyl-4-nitropyridine 1-oxide in 170 ml of dry methanol and the mixture is stirred at 20° C. for 15 hours and then at 50° C. for 4 hours. The pH is brought to 7 by careful addition of concentrated sulfuric acid, while cooling with ice, the mixture is concentrated, the residue is extracted by stirring with 200 ml of methylene chloride, the insoluble constituents are filtered off, 10 ml o...